Dataset: the Open Reaction Database (ORD), a public repository of structured organic reaction records. Task: describe an organic reaction: reactants, conditions, products, and yield Starting materials: C(Cl)Cl.CCO (DCM EtOH), NC=1C=CC(=C(C(=O)OCC)C1)OCC(F)F (ethyl 5-amino-2-(2,2-difluoroethyl)oxy-benzoate), ClC1=C(C(=O)O)C=C(C=C1)CNC(=O)C(C)(C)C (2-chloro-5-(tert-butylcarbonylamino)methyl-benzoic acid), CN(C)C(=[N+](C)C)ON1C2=C(C=CC=C2)N=N1.[B-](F)(F)(F)F (TBTU). The solvent is C1CCOC1 (THF). The product is FC(COC1=C(C=C(C=C1)NC(C1=C(C=CC(=C1)CNC(=O)C(C)(C)C)Cl)=O)C(=O)OCC)F (N-[4-(2,2-Difluoroethyl)oxy-3-ethoxycarbonyl-phenyl]-2-chloro-5-(tert-butylcarbonylamino)methyl-benzamide). Reaction SMILES: [NH2:1][C:2]1[CH:3]=[CH:4][C:5]([O:13][CH2:14][CH:15]([F:17])[F:16])=[C:6]([CH:12]=1)[C:7]([O:9][CH2:10][CH3:11])=[O:8].[Cl:18][C:19]1[CH:27]=[CH:26][C:25]([CH2:28][NH:29][C:30]([C:32]([CH3:35])([CH3:34])[CH3:33])=[O:31])=[CH:24][C:20]=1[C:21](O)=[O:22].CN(C(ON1N=NC2C=CC=CC1=2)=[N+](C)C)C.[B-](F)(F)(F)F.C(Cl)Cl.CCO>C1COCC1>[F:17][CH:15]([F:16])[CH2:14][O:13][C:5]1[CH:4]=[CH:3][C:2]([NH:1][C:21](=[O:22])[C:20]2[CH:24]=[C:25]([CH2:28][NH:29][C:30]([C:32]([CH3:33])([CH3:35])[CH3:34])=[O:31])[CH:26]=[CH:27][C:19]=2[Cl:18])=[CH:12][C:6]=1[C:7]([O:9][CH2:10][CH3:11])=[O:8] |f:2.3,4.5|. Procedure: Prepared analogously to Example 4c from 2 ethyl 5-amino-2-(2,2-difluoroethyl)oxy-benzoate and 2-chloro-5-(tert-butylcarbonylamino)methyl-benzoic acid with TBTU and TEA in THF. Yield: (quantitative). MS [M+H]+=497 (Cl isotope pattern); TLC: Rf=0.35 (silica gel, DCM:EtOH 19:1). Yields the product Cc1cc(C(=O)c2c(-c3ccc(OCCN(C)C)cc3)oc3ccccc23)cc(C)c1C. RXN SMILES: [C:28](=[O:29])([O-:30])[O-:31].[CH3:34][N:35]([CH2:36][CH2:37][Cl:38])[CH3:39].[CH3:40][C:41](=[O:42])[CH3:43].[K+:32].[K+:33].[OH:1][c:2]1[cH:3][cH:4][c:5](-[c:8]2[o:9][c:10]3[c:11]([c:12]2[C:13]([c:14]2[cH:15][c:16]([CH3:22])[c:17]([CH3:21])[c:18]([CH3:20])[cH:19]2)=[O:23])[cH:24][cH:25][cH:26][cH:27]3)[cH:6][cH:7]1>>[O:1]([c:2]1[cH:3][cH:4][c:5](-[c:8]2[o:9][c:10]3[c:11]([c:12]2[C:13]([c:14]2[cH:15][c:16]([CH3:22])[c:17]([CH3:21])[c:18]([CH3:20])[cH:19]2)=[O:23])[cH:24][cH:25][cH:26][cH:27]3)[cH:6][cH:7]1)[CH2:37][CH2:36][N:35]([CH3:34])[CH3:39]. Reactants: O=C([O-])[O-], CN(C)CCCl, CC(C)=O, [K+], [K+], Cc1cc(C(=O)c2c(-c3ccc(O)cc3)oc3ccccc23)cc(C)c1C.